From a dataset of the Open Reaction Database (ORD), a public repository of structured organic reaction records. describe an organic reaction: reactants, conditions, products, and yield Starting materials: Brc1ccc(-c2ccncc2)nc1, [Li]CCCC, CCCCCC, C1CCOC1, Brc1ccc(-c2nc(-c3ccc(-c4ccccc4)cc3)nc(-c3ccc(-c4ccccc4)cc3)n2)cc1, c1ccc(P(c2ccccc2)(c2ccccc2)[Pd](P(c2ccccc2)(c2ccccc2)c2ccccc2)(P(c2ccccc2)(c2ccccc2)c2ccccc2)P(c2ccccc2)(c2ccccc2)c2ccccc2)cc1. Product: c1ccc(-c2ccc(-c3nc(-c4ccc(-c5ccccc5)cc4)nc(-c4ccc(-c5ccc(-c6ccncc6)nc5)cc4)n3)cc2)cc1. Reaction SMILES: [Br:49][c:50]1[cH:51][cH:52][c:53](-[c:56]2[cH:57][cH:58][n:59][cH:60][cH:61]2)[n:54][cH:55]1.[CH2:7]([Li:8])[CH2:9][CH2:10][CH3:11].[CH3:1][CH2:2][CH2:3][CH2:4][CH2:5][CH3:6].[O:139]1[CH2:140][CH2:141][CH2:142][CH2:143]1.[c:12]1(-[c:43]2[cH:44][cH:45][cH:46][cH:47][cH:48]2)[cH:13][cH:14][c:15](-[c:18]2[n:19][c:20](-[c:36]3[cH:37][cH:38][c:39]([Br:42])[cH:40][cH:41]3)[n:21][c:22](-[c:24]3[cH:25][cH:26][c:27](-[c:30]4[cH:31][cH:32][cH:33][cH:34][cH:35]4)[cH:28][cH:29]3)[n:23]2)[cH:16][cH:17]1.[cH:62]1[cH:63][cH:64][c:65]([P:66]([Pd:67]([P:68]([c:69]2[cH:70][cH:71][cH:72][cH:73][cH:74]2)([c:75]2[cH:76][cH:77][cH:78][cH:79][cH:80]2)[c:81]2[cH:82][cH:83][cH:84][cH:85][cH:86]2)([P:87]([c:88]2[cH:89][cH:90][cH:91][cH:92][cH:93]2)([c:94]2[cH:95][cH:96][cH:97][cH:98][cH:99]2)[c:100]2[cH:101][cH:102][cH:103][cH:104][cH:105]2)[P:106]([c:107]2[cH:108][cH:109][cH:110][cH:111][cH:112]2)([c:113]2[cH:114][cH:115][cH:116][cH:117][cH:118]2)[c:119]2[cH:120][cH:121][cH:122][cH:123][cH:124]2)([c:125]2[cH:126][cH:127][cH:128][cH:129][cH:130]2)[c:131]2[cH:132][cH:133][cH:134][cH:135][cH:136]2)[cH:137][cH:138]1>>[c:12]1(-[c:43]2[cH:44][cH:45][cH:46][cH:47][cH:48]2)[cH:13][cH:14][c:15](-[c:18]2[n:19][c:20](-[c:36]3[cH:37][cH:38][c:39](-[c:50]4[cH:51][cH:52][c:53](-[c:56]5[cH:57][cH:58][n:59][cH:60][cH:61]5)[n:54][cH:55]4)[cH:40][cH:41]3)[n:21][c:22](-[c:24]3[cH:25][cH:26][c:27](-[c:30]4[cH:31][cH:32][cH:33][cH:34][cH:35]4)[cH:28][cH:29]3)[n:23]2)[cH:16][cH:17]1. Starting materials: N(=O)[O-].[Na+] (sodium nitrite), Cl (hydrochloric acid), C(C)(=O)NC=1C(=CC(=C(OC2=C(OCC(=O)OC)C=CC=C2)C1)N)F (methyl [2-(5-acetylamino-2-amino-4-fluorophenoxy)phenoxy]acetate). The reagents and catalysts are [Cu]Cl (copper (I) chloride). Run in O (water), O (water), COC(C)(C)C (t-butyl methyl ether). Run at time 1 hour. Product: C(C)(=O)NC=1C(=CC(=C(OC2=C(OCC(=O)OC)C=CC=C2)C1)Cl)F (methyl [2-(5-acetylamino-2-chloro-4-fluorophenoxy)phenoxy]acetate). As a reaction SMILES: [ClH:1].[C:2]([NH:5][C:6]1[C:7]([F:26])=[CH:8][C:9](N)=[C:10]([CH:24]=1)[O:11][C:12]1[CH:23]=[CH:22][CH:21]=[CH:20][C:13]=1[O:14][CH2:15][C:16]([O:18][CH3:19])=[O:17])(=[O:4])[CH3:3].N([O-])=O.[Na+]>[Cu]Cl.O.COC(C)(C)C>[C:2]([NH:5][C:6]1[C:7]([F:26])=[CH:8][C:9]([Cl:1])=[C:10]([CH:24]=1)[O:11][C:12]1[CH:23]=[CH:22][CH:21]=[CH:20][C:13]=1[O:14][CH2:15][C:16]([O:18][CH3:19])=[O:17])(=[O:4])[CH3:3] |f:2.3|. Procedure: To 30 ml of conc. hydrochloric acid was added 2.0 g of methyl [2-(5-acetylamino-2-amino-4-fluorophenoxy)phenoxy]acetate, and the mixture was stirred for 1 hour at room temperature. Thereafter, a mixture of 0.42 g of sodium nitrite and 3 ml of water was added under ice cool. The mixture was stirred for 1 hour under the same condition, then, 40 ml of t-butyl methyl ether was added, then, 0.85 g of copper (I) chloride was added. The mixture was stirred for 30 minutes, then, water was added to this,... Starting materials: COC(=O)c1cc(Cl)ccc1NC(=O)COCC(=O)O, Nc1cccc(-c2cn[nH]c2)c1. Yields the product COC(=O)c1cc(Cl)ccc1NC(=O)COCC(=O)Nc1cccc(-c2cn[nH]c2)c1. As a reaction SMILES: [Cl:13][c:14]1[cH:15][c:16]([C:29](=[O:30])[O:31][CH3:32])[c:17]([NH:20][C:21]([CH2:22][O:23][CH2:24][C:25](=[O:26])[OH:27])=[O:28])[cH:18][cH:19]1.[nH:1]1[n:2][cH:3][c:4](-[c:6]2[cH:7][c:8]([NH2:9])[cH:10][cH:11][cH:12]2)[cH:5]1>>[n:1]1[nH:2][cH:3][c:4](-[c:6]2[cH:7][c:8]([NH:9][C:25]([CH2:24][O:23][CH2:22][C:21]([NH:20][c:17]3[c:16]([C:29](=[O:30])[O:31][CH3:32])[cH:15][c:14]([Cl:13])[cH:19][cH:18]3)=[O:28])=[O:26])[cH:10][cH:11][cH:12]2)[cH:5]1. Starting materials: CCN1c2ncccc2C(=O)N(C)c2ccc(-c3ccc[nH]3)nc21, CC(=O)Cl, [H-], [Na+], CN(C)C=O, O. Product: CCN1c2ncccc2C(=O)N(C)c2ccc(-c3cccn3C(C)=O)nc21. Reaction SMILES: [CH2:3]([CH3:4])[N:5]1[c:6]2[c:7]([cH:18][cH:19][c:20](-[c:22]3[nH:23][cH:24][cH:25][cH:26]3)[n:21]2)[N:8]([CH3:17])[C:9](=[O:16])[c:10]2[c:11]1[n:12][cH:13][cH:14][cH:15]2.[CH3:27][C:28]([Cl:29])=[O:30].[H-:1].[Na+:2].[O:32]=[CH:33][N:34]([CH3:35])[CH3:36].[OH2:31]>>[CH2:3]([CH3:4])[N:5]1[c:6]2[c:7]([cH:18][cH:19][c:20](-[c:22]3[n:23]([C:28]([CH3:27])=[O:30])[cH:24][cH:25][cH:26]3)[n:21]2)[N:8]([CH3:17])[C:9](=[O:16])[c:10]2[c:11]1[n:12][cH:13][cH:14][cH:15]2. Reactants: COC=1C=C(C(=O)N2[C@H](C[C@H](C3=CC=CC=C23)O)C)C=CC1OC (cis-1-(3,4-dimethoxybenzoyl)-2-methyl-1,2,3,4-tetrahydro-4-quinolinol), O1CCNC2=C1C=CC=C2 (3,4-dihydro-2H-1,4-benzoxazine). Product: O1CCN(C2=C1C=CC=C2)C2CC(N(C1=CC=CC=C21)C(C2=CC(=C(C=C2)OC)OC)=O)C (4-(3,4-Dihydro-2H-1,4-benzoxazin-4-yl)-1-(3,4-dimethoxybenzoyl)-2-methyl-1,2,3,4-tetrahydroquinoline). Isolated yield 59.0%. As a reaction SMILES: [CH3:1][O:2][C:3]1[CH:4]=[C:5]([CH:20]=[CH:21][C:22]=1[O:23][CH3:24])[C:6]([N:8]1[C:17]2[C:12](=[CH:13][CH:14]=[CH:15][CH:16]=2)[C@H:11](O)[CH2:10][C@@H:9]1[CH3:19])=[O:7].[O:25]1[C:30]2[CH:31]=[CH:32][CH:33]=[CH:34][C:29]=2[NH:28][CH2:27][CH2:26]1>>[O:25]1[C:30]2[CH:31]=[CH:32][CH:33]=[CH:34][C:29]=2[N:28]([CH:11]2[C:12]3[C:17](=[CH:16][CH:15]=[CH:14][CH:13]=3)[N:8]([C:6](=[O:7])[C:5]3[CH:20]=[CH:21][C:22]([O:23][CH3:24])=[C:3]([O:2][CH3:1])[CH:4]=3)[CH:9]([CH3:19])[CH2:10]2)[CH2:27][CH2:26]1. Procedure details: Starting with cis-1-(3,4-dimethoxybenzoyl)-2-methyl-1,2,3,4-tetrahydro-4-quinolinol (400 mg, 1.22 mmol) prepared in Reference Example 1 and 3,4-dihydro-2H-1,4-benzoxazine (495 mg, 3.66 mmol), the same procedure as shown in Example 1 was repeated to give the titled compound (320 mg, yield: 59%) as a colorless oil. (cis:trans=1:2.3) Starting materials: [BH4-], CO, [Na+], O, CC(=O)COc1ccc(CO)cc1. Yields the product CC(O)COc1ccc(CO)cc1. Reaction SMILES: [BH4-:14].[CH3:16][OH:17].[Na+:15].[OH2:18].[OH:1][CH2:2][c:3]1[cH:4][cH:5][c:6]([O:7][CH2:8][C:9]([CH3:10])=[O:11])[cH:12][cH:13]1>>[OH:1][CH2:2][c:3]1[cH:4][cH:5][c:6]([O:7][CH2:8][CH:9]([CH3:10])[OH:11])[cH:12][cH:13]1. Reactants: CO, CC(=O)N1N=C(c2ccc([N+](=O)[O-])cc2)c2cc3c(cc2CC1C)OCO3, NN, O. The product is CC(=O)N1N=C(c2ccc(N)cc2)c2cc3c(cc2CC1C)OCO3. As a reaction SMILES: [CH3:31][OH:32].[N+:1]([O-:2])(=[O:3])[c:4]1[cH:5][cH:6][c:7]([C:10]2=[N:11][N:12]([C:25]([CH3:26])=[O:27])[CH:13]([CH3:24])[CH2:14][c:15]3[c:16]2[cH:17][c:18]2[c:19]([cH:20]3)[O:21][CH2:22][O:23]2)[cH:8][cH:9]1.[NH2:29][NH2:30].[OH2:28]>>[NH2:1][c:4]1[cH:5][cH:6][c:7]([C:10]2=[N:11][N:12]([C:25]([CH3:26])=[O:27])[CH:13]([CH3:24])[CH2:14][c:15]3[c:16]2[cH:17][c:18]2[c:19]([cH:20]3)[O:21][CH2:22][O:23]2)[cH:8][cH:9]1. The reactants are ClCCl, CCCC(O)c1ccc(C(=O)OC)cc1C. Product: CCCC(=O)c1ccc(C(=O)OC)cc1C. RXN SMILES: [Cl:17][CH2:18][Cl:19].[OH:1][CH:2]([CH2:3][CH2:4][CH3:5])[c:6]1[c:7]([CH3:16])[cH:8][c:9]([C:10](=[O:11])[O:12][CH3:13])[cH:14][cH:15]1>>[O:1]=[C:2]([CH2:3][CH2:4][CH3:5])[c:6]1[c:7]([CH3:16])[cH:8][c:9]([C:10](=[O:11])[O:12][CH3:13])[cH:14][cH:15]1. The reactants are O (Water), Cl.FC1=C(C=CC(=C1)S(=O)(=O)C)NC=1C2=C(N=CN1)C(=CO2)C2CCNCC2 (N-[2-fluoro-4-(methylsulfonyl)phenyl]-7-(piperidin-4-yl)furo[3,2-d]pyrimidine-4-amine hydrochloride), ClC1=NC=C(C=N1)Cl (2,5-dichloropyrimidine), C(C)(C)N(C(C)C)CC (N,N-diisopropylethylamine). The solvent is CN(C=O)C (N,N-dimethylformamide). Run at temperature 80 celsius, time 2.5 hour. Product: ClC=1C=NC(=NC1)N1CCC(CC1)C1=COC2=C1N=CN=C2NC2=C(C=C(C=C2)S(=O)(=O)C)F (7-[1-(5-chloropyrimidin-2-yl)piperidin-4-yl]-N-[2-fluoro-4-(methylsulfonyl)phenyl]furo[3,2-d]pyrimidine-4-amine). The yield is 19.0%. RXN SMILES: Cl.[F:2][C:3]1[CH:8]=[C:7]([S:9]([CH3:12])(=[O:11])=[O:10])[CH:6]=[CH:5][C:4]=1[NH:13][C:14]1[C:15]2[O:22][CH:21]=[C:20]([CH:23]3[CH2:28][CH2:27][NH:26][CH2:25][CH2:24]3)[C:16]=2[N:17]=[CH:18][N:19]=1.Cl[C:30]1[N:35]=[CH:34][C:33]([Cl:36])=[CH:32][N:31]=1.C(N(CC)C(C)C)(C)C.O>CN(C)C=O>[Cl:36][C:33]1[CH:32]=[N:31][C:30]([N:26]2[CH2:27][CH2:28][CH:23]([C:20]3[C:16]4[N:17]=[CH:18][N:19]=[C:14]([NH:13][C:4]5[CH:5]=[CH:6][C:7]([S:9]([CH3:12])(=[O:10])=[O:11])=[CH:8][C:3]=5[F:2])[C:15]=4[O:22][CH:21]=3)[CH2:24][CH2:25]2)=[N:35][CH:34]=1 |f:0.1|. Procedure: N-[2-fluoro-4-(methylsulfonyl)phenyl]-7-(piperidin-4-yl)furo[3,2-d]pyrimidine-4-amine hydrochloride (9.8 mg, 0.023 mmol), 2,5-dichloropyrimidine (5.1 mg, 0.035 mmol) and N,N-diisopropylethylamine (9.0 mg, 0.069 mmol) were dissolved in N,N-dimethylformamide (0.5 mL) and stirred at 80° C. for 2.5 hours. Water was added to the reaction liquid, and the reaction liquid was extracted with ethyl acetate, dried over anhydrous sodium sulfate and concentrated under a reduced pressure, and the obtained res...